Dataset: the Open Reaction Database (ORD), a public repository of structured organic reaction records. Task: describe an organic reaction: reactants, conditions, products, and yield The reactants are [N+](=O)(O)[O-] (nitric acid), ClC1=C(C(=O)O)C=CC(=C1)Cl (2,4-dichlorobenzoic acid), ice water. Solvent: S(O)(O)(=O)=O (sulfuric acid). Product: ClC1=C(C(=O)O)C=CC(=C1[N+](=O)[O-])Cl (2,4-dichloro-3-nitrobenzoic acid). RXN SMILES: [N+:1]([O-:4])(O)=[O:2].[Cl:5][C:6]1[CH:14]=[C:13]([Cl:15])[CH:12]=[CH:11][C:7]=1[C:8]([OH:10])=[O:9]>S(=O)(=O)(O)O>[Cl:5][C:6]1[C:14]([N+:1]([O-:4])=[O:2])=[C:13]([Cl:15])[CH:12]=[CH:11][C:7]=1[C:8]([OH:10])=[O:9]. Procedure: To a solution of 25 ml of fuming nitric acid and 20 ml of sulfuric acid, 25 g of 2,4-dichlorobenzoic acid was gradually added. After completion of the heat generation, the reaction mixture was poured into ice water. Precipitated solid was washed with water and dried to obtain 23.0 g of the desired product. The reactants are S(=O)(Cl)Cl (thionyl chloride), FC1=CC=C(C=C1)CCC1=CC=C(C=C1)CO ({4-[2-(4-fluorophenyl)ethyl]phenyl}methanol), C([O-])(O)=O.[Na+] (sodium bicarbonate), C([O-])(O)=O.[Na+] (sodium bicarbonate). Solvent: ClCCl (dichloromethane), ClCCl (dichloromethane). Reaction conditions: time 2 hour. Yields the product ClCC1=CC=C(C=C1)CCC1=CC=C(C=C1)F (1-(Chloromethyl)-4-[2-(4-fluorophenyl)ethyl]benzene). RXN SMILES: S(Cl)([Cl:3])=O.[F:5][C:6]1[CH:11]=[CH:10][C:9]([CH2:12][CH2:13][C:14]2[CH:19]=[CH:18][C:17]([CH2:20]O)=[CH:16][CH:15]=2)=[CH:8][CH:7]=1.C(=O)(O)[O-].[Na+]>ClCCl>[Cl:3][CH2:20][C:17]1[CH:18]=[CH:19][C:14]([CH2:13][CH2:12][C:9]2[CH:10]=[CH:11][C:6]([F:5])=[CH:7][CH:8]=2)=[CH:15][CH:16]=1 |f:2.3|. Reported procedure: At 0° C., 14.96 ml of thionyl chloride in 100 ml of dichloromethane were slowly added dropwise to a solution of 31.5 g (136.7 mmol) of {4-[2-(4-fluorophenyl)ethyl]phenyl}methanol in 400 ml of dichloromethane. After the addition had ended, the reaction mixture was warmed to room temperature and stirred at this temperature for another 2 hours. The reaction mixture was then once more cooled to 0° C., and 200 ml of saturated aqueous sodium bicarbonate solution were added slowly and carefully, with v...